describe an organic reaction: reactants, conditions, products, and yield From a dataset of the Open Reaction Database (ORD), a public repository of structured organic reaction records. Starting materials: O=C([O-])[O-], [Cl-], CC1(C)OB(c2ccncc2Cl)OC1(C)C, CC(=O)Nc1cc(Cl)nc(C)n1, [Cs+], [Cs+], [NH4+], C1COCCO1, O. Product: CC(=O)Nc1cc(-c2ccncc2Cl)nc(C)n1. Reaction SMILES: [C:29](=[O:30])([O-:31])[O-:32].[Cl-:41].[Cl:13][c:14]1[cH:15][n:16][cH:17][cH:18][c:19]1[B:20]1[O:21][C:22]([CH3:23])([CH3:24])[C:25]([CH3:26])([CH3:27])[O:28]1.[Cl:1][c:2]1[cH:3][c:4]([NH:9][C:10]([CH3:11])=[O:12])[n:5][c:6]([CH3:8])[n:7]1.[Cs+:33].[Cs+:34].[NH4+:42].[O:35]1[CH2:36][CH2:37][O:38][CH2:39][CH2:40]1.[OH2:43]>>[c:2]1(-[c:19]2[c:14]([Cl:13])[cH:15][n:16][cH:17][cH:18]2)[cH:3][c:4]([NH:9][C:10]([CH3:11])=[O:12])[n:5][c:6]([CH3:8])[n:7]1. Starting materials: CC1(OCC(CO1)([N+](=O)[O-])C=1C=C(C(=O)OC)C=CC1)C (methyl 3-(2,2-dimethyl-5-nitro-1,3-dioxan-5-yl)benzoate), suspension, O (water). The reagents and catalysts are [Ni] (Raney nickel). Run in C(C)O (ethanol), C1CCOC1 (THF), C(C)O (ethanol), C(C)O (ethanol). Conditions: time 7 hour. The product is NC1(COC(OC1)(C)C)C=1C=C(C(=O)OC)C=CC1 (methyl 3-(5-amino-2,2-dimethyl-1,3-dioxan-5-yl)benzoate). Isolated yield 106.7%. As a reaction SMILES: [CH3:1][C:2]1([CH3:21])[O:7][CH2:6][C:5]([C:11]2[CH:12]=[C:13]([CH:18]=[CH:19][CH:20]=2)[C:14]([O:16][CH3:17])=[O:15])([N+:8]([O-])=O)[CH2:4][O:3]1.O>C(O)C.C1COCC1.[Ni]>[NH2:8][C:5]1([C:11]2[CH:12]=[C:13]([CH:18]=[CH:19][CH:20]=2)[C:14]([O:16][CH3:17])=[O:15])[CH2:6][O:7][C:2]([CH3:1])([CH3:21])[O:3][CH2:4]1. Reported procedure: Under an argon atmosphere, to a solution of 2.18 g of methyl 3-(2,2-dimethyl-5-nitro-1,3-dioxan-5-yl)benzoate in 26 ml of ethanol and 7 ml of THF was added a suspension of Raney nickel (manufactured by Aldrich, 1.2 ml of a suspension was washed with water and ethanol) in 5 ml of ethanol, followed by stirring at room temperature for 7 hours under a hydrogen atmosphere of 4 atm. The reaction mixture was filtered over Celite and the liquid was concentrated under reduced pressure. To a solution of t... The reactants are CC(Oc1ccc(Cl)cc1B(O)O)C(=O)O, CC(C)N(C(=O)c1ccc(Br)cc1F)C(C)C, [Na+], [Na+], O=C([O-])[O-], C1COCCO1. The product is CC(Oc1ccc(Cl)cc1-c1ccc(C(=O)N(C(C)C)C(C)C)c(F)c1)C(=O)O. Reaction SMILES: [B:1]([OH:2])([OH:3])[c:4]1[c:5]([O:6][CH:7]([C:8](=[O:9])[OH:10])[CH3:11])[cH:12][cH:13][c:14]([Cl:16])[cH:15]1.[Br:17][c:18]1[cH:19][c:20]([F:33])[c:21]([C:22](=[O:23])[N:24]([CH:25]([CH3:26])[CH3:27])[CH:28]([CH3:29])[CH3:30])[cH:31][cH:32]1.[Na+:34].[Na+:35].[O-:36][C:37](=[O:38])[O-:39].[O:40]1[CH2:41][CH2:42][O:43][CH2:44][CH2:45]1>>[c:4]1(-[c:18]2[cH:19][c:20]([F:33])[c:21]([C:22](=[O:23])[N:24]([CH:25]([CH3:26])[CH3:27])[CH:28]([CH3:29])[CH3:30])[cH:31][cH:32]2)[c:5]([O:6][CH:7]([C:8](=[O:9])[OH:10])[CH3:11])[cH:12][cH:13][c:14]([Cl:16])[cH:15]1. The reactants are CCN(C(C)C)C(C)C, ClC(Cl)Cl, CN1Cc2c(Cl)cc(Cl)cc2C(c2cccc(S(=O)(=O)Cl)c2)C1, ClCCl, [N-]=[N+]=NCCOCCOCCOCCN. Yields the product CN1Cc2c(Cl)cc(Cl)cc2C(c2cccc(S(=O)(=O)NCCOCCOCCOCCN=[N+]=[N-])c2)C1. Reaction SMILES: [CH:24]([N:25]([CH2:26][CH3:27])[CH:28]([CH3:29])[CH3:30])([CH3:31])[CH3:32].[CH:48]([Cl:49])([Cl:50])[Cl:51].[Cl:1][c:2]1[cH:3][c:4]2[c:9]([c:10]([Cl:12])[cH:11]1)[CH2:8][N:7]([CH3:13])[CH2:6][CH:5]2[c:14]1[cH:15][c:16]([S:20](=[O:21])(=[O:22])[Cl:23])[cH:17][cH:18][cH:19]1.[Cl:52][CH2:53][Cl:54].[N:33](=[N+:34]=[N-:35])[CH2:36][CH2:37][O:38][CH2:39][CH2:40][O:41][CH2:42][CH2:43][O:44][CH2:45][CH2:46][NH2:47]>>[Cl:1][c:2]1[cH:3][c:4]2[c:9]([c:10]([Cl:12])[cH:11]1)[CH2:8][N:7]([CH3:13])[CH2:6][CH:5]2[c:14]1[cH:15][c:16]([S:20](=[O:21])(=[O:22])[NH:47][CH2:46][CH2:45][O:44][CH2:43][CH2:42][O:41][CH2:40][CH2:39][O:38][CH2:37][CH2:36][N:33]=[N+:34]=[N-:35])[cH:17][cH:18][cH:19]1. Reactants: COC=1C=C2CC3=C(NN=C3NC3=CC(=CC=C3)F)C2=CC1OC ((6,7-Dimethoxy-1,4-dihydro-indeno[1,2-c]pyrazol-3-yl)-(3-fluoro-phenyl)-amine), COC=1C=C2CC3=C(NN=C3NC3=CC(=CC=C3)F)C2=CC1OC ((6,7-Dimethoxy-1,4-dihydro-indeno[1,2-c]pyrazol-3-yl)-(3-fluoro-phenyl)-amine), C(C1=CC=CC=C1)OCC(=O)Cl (Benzyloxy-acetyl chloride), C(C1=CC=CC=C1)OCC(=O)Cl (Benzyloxy-acetyl chloride), C(C)(C)N(CC)C(C)C (Diisopropylethylamine). Solvent: CN(C)C=O (DMF). The product is FC=1C=C(C=CC1)NC=1C2=C(N(N1)C(CO)=O)C1=CC(=C(C=C1C2)OC)OC (1-[3-(3-Fluoro-phenylamino)-6,7-dimethoxy-4H-indeno[1,2-c]pyrazol-1-yl]-2-hydroxy-ethanone). Yield: 90.0%. Reaction SMILES: [CH3:1][O:2][C:3]1[CH:4]=[C:5]2[C:20](=[CH:21][C:22]=1[O:23][CH3:24])[C:8]1[NH:9][N:10]=[C:11]([NH:12][C:13]3[CH:18]=[CH:17][CH:16]=[C:15]([F:19])[CH:14]=3)[C:7]=1[CH2:6]2.C([O:32][CH2:33][C:34](Cl)=[O:35])C1C=CC=CC=1.C(N(C(C)C)CC)(C)C>CN(C=O)C>[F:19][C:15]1[CH:14]=[C:13]([NH:12][C:11]2[C:7]3[CH2:6][C:5]4[C:20](=[CH:21][C:22]([O:23][CH3:24])=[C:3]([O:2][CH3:1])[CH:4]=4)[C:8]=3[N:9]([C:33](=[O:32])[CH2:34][OH:35])[N:10]=2)[CH:18]=[CH:17][CH:16]=1. Procedure details: To a mixture of (6,7-Dimethoxy-1,4-dihydro-indeno[1,2-c]pyrazol-3-yl)-(3-fluoro-phenyl)-amine (Compound 14) (3.6 g, 10.0 mmol), Benzyloxy-acetyl chloride (Compound 27a) (2.2 g, 12.0 mmole) and DMF (50 mL) was added Diisopropylethylamine (5.2 mL, 30 mmole) at room temperature with stirring. The reaction was stirred at room temperature over night. The reaction was quenched with water and extracted with EtOAc. Dried over sodium sulfate and removed solvent in vacuo. The crude material was then taken...